This data is from the Open Reaction Database (ORD), a public repository of structured organic reaction records. The task is: describe an organic reaction: reactants, conditions, products, and yield Starting materials: COc1ccc(-c2nncn2CC(C)C)c(OC)c1, COC(Cl)Cl, [Cl-], [Cl-], [Cl-], [Cl-], [Ti+4]. The product is COc1cc(OC)c(-c2nncn2CC(C)C)cc1C=O. As a reaction SMILES: [CH3:1][O:2][c:3]1[c:4](-[c:11]2[n:12][n:13][cH:14][n:15]2[CH2:16][CH:17]([CH3:18])[CH3:19])[cH:5][cH:6][c:7]([O:9][CH3:10])[cH:8]1.[CH3:20][O:21][CH:22]([Cl:23])[Cl:24].[Cl-:25].[Cl-:26].[Cl-:27].[Cl-:28].[Ti+4:29]>>[CH3:1][O:2][c:3]1[c:4](-[c:11]2[n:12][n:13][cH:14][n:15]2[CH2:16][CH:17]([CH3:18])[CH3:19])[cH:5][c:6]([CH:20]=[O:21])[c:7]([O:9][CH3:10])[cH:8]1.